describe an organic reaction: reactants, conditions, products, and yield From a dataset of the Open Reaction Database (ORD), a public repository of structured organic reaction records. The reactants are Cc1ccccc1, CN(CCN)Cc1ccc(Cl)nc1, CC(=O)C[N+](=O)[O-], O. Product: CC(=C[N+](=O)[O-])NCCN(C)Cc1ccc(Cl)nc1. RXN SMILES: [CH3:22][c:23]1[cH:24][cH:25][cH:26][cH:27][cH:28]1.[Cl:8][c:9]1[n:10][cH:11][c:12]([CH2:15][N:16]([CH2:17][CH2:18][NH2:19])[CH3:20])[cH:13][cH:14]1.[N+:1](=[O:2])([O-:3])[CH2:4][C:5]([CH3:6])=[O:7].[OH2:21]>>[N+:1](=[O:2])([O-:3])[CH:4]=[C:5]([CH3:6])[NH:19][CH2:18][CH2:17][N:16]([CH2:15][c:12]1[cH:11][n:10][c:9]([Cl:8])[cH:14][cH:13]1)[CH3:20].